This data is from the Open Reaction Database (ORD), a public repository of structured organic reaction records. The task is: describe an organic reaction: reactants, conditions, products, and yield The reactants are CuCl2, Cl (hydrochloric acid), NC=1SC2=C(N1)C=CC(=C2)C#N (2-aminobenzothiazole-6-carbonitrile), N(=O)[O-].[Na+] (sodium nitrite). The solvent is O (water), O (water), O (water). Conditions: temperature -5 celsius, time 0.5 hour. Yields the product ClC=1SC2=C(N1)C=CC(=C2)C#N (2-Chlorobenzothiazole-6-carbonitrile). RXN SMILES: [ClH:1].N[C:3]1[S:4][C:5]2[CH:11]=[C:10]([C:12]#[N:13])[CH:9]=[CH:8][C:6]=2[N:7]=1.N([O-])=O.[Na+]>O>[Cl:1][C:3]1[S:4][C:5]2[CH:11]=[C:10]([C:12]#[N:13])[CH:9]=[CH:8][C:6]=2[N:7]=1 |f:2.3|. Procedure: To a mixture of 4-aminobenzonitrile (23.6 g, 0.2 mol) and ammonium rhodanate (30.4 g, 0.4 mol) was added glacial acetic acid (600 mL) and the resulting solution was cooled to 13.5° C. on an ice-bath. A mixture of bromine and glacial acetic acid was added drop-wise and slowly. The resulting mixture was stirred for 1 hour at 13.5° C. and filtered. The filter cake was washed with glacial acetic (6×100 mL) and placed in hot water (1000 mL) with stirring. The mixture was filtered and pH of the filtra...